Dataset: the Open Reaction Database (ORD), a public repository of structured organic reaction records. Task: describe an organic reaction: reactants, conditions, products, and yield Starting materials: N1(CCOCC1)N1C=C(C(C2=CC(=CC=C12)CN1CCOCC1)=O)C(=O)OCC (Ethyl 1-(4-morpholinyl)-6-(4-morpholinylmethyl)-4-oxo-1,4-dihydro-3-quinolinecarboxylate), ClC1=CC=C(CN)C=C1 (4-chlorobenzylamine). Conditions: temperature 190 celsius. Product: ClC1=CC=C(CNC(=O)C2=CN(C3=CC=C(C=C3C2=O)CN2CCOCC2)N2CCOCC2)C=C1 (N-(4-Chlorobenzyl)-1-(4-morpholinyl)-6-(4-morpholinylmethyl)-4-oxo-1,4-dihydro-3-quinolinecarboxamide). Yield: 79.0%. RXN SMILES: [N:1]1([N:7]2[C:16]3[C:11](=[CH:12][C:13]([CH2:17][N:18]4[CH2:23][CH2:22][O:21][CH2:20][CH2:19]4)=[CH:14][CH:15]=3)[C:10](=[O:24])[C:9]([C:25](OCC)=[O:26])=[CH:8]2)[CH2:6][CH2:5][O:4][CH2:3][CH2:2]1.[Cl:30][C:31]1[CH:38]=[CH:37][C:34]([CH2:35][NH2:36])=[CH:33][CH:32]=1>>[Cl:30][C:31]1[CH:38]=[CH:37][C:34]([CH2:35][NH:36][C:25]([C:9]2[C:10](=[O:24])[C:11]3[C:16](=[CH:15][CH:14]=[C:13]([CH2:17][N:18]4[CH2:19][CH2:20][O:21][CH2:22][CH2:23]4)[CH:12]=3)[N:7]([N:1]3[CH2:6][CH2:5][O:4][CH2:3][CH2:2]3)[CH:8]=2)=[O:26])=[CH:33][CH:32]=1. Procedure details: Ethyl 1-(4-morpholinyl)-6-(4-morpholinylmethyl)-4-oxo-1,4-dihydro-3-quinolinecarboxylate (5.0 g) from Preparation No. 56 and 4-chlorobenzylamine (7.6 mL) are combined and heated to 190° C. for 7 hours. After cooling to room temperature, the mixture solidifies. The solid is triturated with a 10:1 mixture of EtOAc/MTBE (30 mL) and filtered on a frit. The crude solid is triturated again, this time with a hot mixture of 10:1 EtOAc/MTBE (110 mL). The suspension is cooled to room temperature and filte...